This data is from the Open Reaction Database (ORD), a public repository of structured organic reaction records. The task is: describe an organic reaction: reactants, conditions, products, and yield Starting materials: ClC1(C(C2CCCCC12)=O)Cl ((1RS,6SR)-8,8-dichlorobicyclo[4.2.0]octan-7-one). The reagents and catalysts are [Zn] (zinc). Solvent: C(C)(=O)O (acetic acid), C(C)OCC (diethyl ether). The product is C12CCCCC2C(C1)=O ((1RS,6RS)-Bicyclo[4.2.0]octan-7-one). Isolated yield 86.5%. Reaction SMILES: Cl[C:2]1(Cl)[CH:9]2[CH:4]([CH2:5][CH2:6][CH2:7][CH2:8]2)[C:3]1=[O:10]>C(O)(=O)C.C(OCC)C.[Zn]>[CH:9]12[CH2:2][C:3](=[O:10])[CH:4]1[CH2:5][CH2:6][CH2:7][CH2:8]2. Procedure details: (1RS,6SR)-8,8-dichlorobicyclo[4.2.0]octan-7-one (preparation 18) (8.60 g, 44.6 mmol) was heated to reflux in acetic acid (100 ml) with zinc dust (29.0 g, 446 mmol). After 4 hrs the mixture was cooled to room temperature, diluted with diethyl ether (200 ml) and washed with 2N NaOH (2×100 ml) and then with saturated aqueous NaHCO3 (4×100 ml). The ether phase was collected, dried (MgSO4) and the solvent was removed under reduced pressure to give 4.79 g of the title compound as a clear oil. Reactants: C1(=CC=CC=C1)C(=S)NC=1NC=CN1 (2-phenylthiocarbonylaminoimidazole), S(=O)(=O)(Cl)Cl (sulfuryl chloride). The solvent is C(Cl)(Cl)Cl (chloroform), C(Cl)(Cl)Cl (chloroform). Reaction conditions: time 4 hour. Product: Cl.O1C(=CC=C1)C1=NC=2N(C=CN2)S1 (2-(2-furyl)-1,2,4-thiadiazolo-[2,3-a]-imidazole hydrochloride). Reaction SMILES: [C:1]1([C:7]([NH:9][C:10]2[NH:11][CH:12]=[CH:13][N:14]=2)=[S:8])C=C[CH:4]=[CH:3][CH:2]=1.S(Cl)([Cl:18])(=O)=[O:16]>C(Cl)(Cl)Cl>[ClH:18].[O:16]1[CH:4]=[CH:3][CH:2]=[C:1]1[C:7]1[S:8][N:11]2[CH:12]=[CH:13][N:14]=[C:10]2[N:9]=1 |f:3.4|. Procedure: To a solution of 0.19 g. of 2-(2-furylthiocarbonylamino)-imidazole [(IV), R = 2-furyl] in 25 ml. of chloroform, at 20°-25°C, there is added dropwise 0.09 ml. of sulfuryl chloride in 5 ml. of chloroform. After four hours, the reaction mixture is chilled in ice, followed by filtration to yield 2-(2-furyl)-1,2,4-thiadiazolo-[2,3-a]-imidazole hydrochloride.